Dataset: the Open Reaction Database (ORD), a public repository of structured organic reaction records. Task: describe an organic reaction: reactants, conditions, products, and yield Starting materials: C(C)(C)(C)OC(=O)N1CCN(CC1)C(=O)C1=C(NC(=C(C1C1=CC(=CC=C1)Cl)C(=O)OCCC(C1=CC=CC=C1)C1=CC=CC=C1)C)C (4-(4-(3-chlorophenyl)-5-(3,3-diphenylpropoxycarbonyl)-2,6-dimethyl-1,4-dihydropyridine-3-carbonyl) piperazine-1-carboxylic acid-t-butyl ester), FC(C(=O)[O-])(F)F (trifluoroacetate). Solvent: ClCCl (dichloromethane). Conditions: time 2.5 hour. The product is C1(=CC=CC=C1)C(CCOC(C1=C(N=C(C(=C1C1=CC(=CC=C1)Cl)C(=O)N1CCNCC1)C)C)=O)C1=CC=CC=C1 (4-(3-chlorophenyl)-2,6-dimethyl-5-(piperazine-1-carbonyl) nicotinic acid (3,3-diphenylpropyl) ester). As a reaction SMILES: C(OC([N:8]1[CH2:13][CH2:12][N:11]([C:14]([C:16]2[CH:21]([C:22]3[CH:27]=[CH:26][CH:25]=[C:24]([Cl:28])[CH:23]=3)[C:20]([C:29]([O:31][CH2:32][CH2:33][CH:34]([C:41]3[CH:46]=[CH:45][CH:44]=[CH:43][CH:42]=3)[C:35]3[CH:40]=[CH:39][CH:38]=[CH:37][CH:36]=3)=[O:30])=[C:19]([CH3:47])[NH:18][C:17]=2[CH3:48])=[O:15])[CH2:10][CH2:9]1)=O)(C)(C)C.FC(F)(F)C([O-])=O>ClCCl>[C:41]1([CH:34]([C:35]2[CH:36]=[CH:37][CH:38]=[CH:39][CH:40]=2)[CH2:33][CH2:32][O:31][C:29](=[O:30])[C:20]2[C:21]([C:22]3[CH:27]=[CH:26][CH:25]=[C:24]([Cl:28])[CH:23]=3)=[C:16]([C:14]([N:11]3[CH2:10][CH2:9][NH:8][CH2:13][CH2:12]3)=[O:15])[C:17]([CH3:48])=[N:18][C:19]=2[CH3:47])[CH:46]=[CH:45][CH:44]=[CH:43][CH:42]=1. Procedure: 233 mg (0.350 mol) of 4-(4-(3-chlorophenyl)-5-(3,3-diphenylpropoxycarbonyl)-2,6-dimethyl-1,4-dihydropyridine-3-carbonyl) piperazine-1-carboxylic acid-t-butyl ester was dissolved in 10 ml of dichloromethane. 5 ml of trifluoroacetate was added and stirred at room temperature for 2.5 hours. After concentration under reduced pressure, saturated aqueous sodium hydrogencarbonate solution was added and the reaction mixture was extracted with ethyl acetate. The organic layer was dried over anhydrous sod... Reactants: Sc1cc(Nc2nc(CCc3ccccc3)cs2)ncc1Br, O=C([O-])[O-], CS(C)=O, N#Cc1c(Cl)cncc1Cl, [Cs+], [Cs+]. Yields the product N#Cc1c(Cl)cncc1Sc1cc(Nc2nc(CCc3ccccc3)cs2)ncc1Br. As a reaction SMILES: [Br:1][c:2]1[c:3]([SH:22])[cH:4][c:5]([NH:8][c:9]2[s:10][cH:11][c:12]([CH2:14][CH2:15][c:16]3[cH:17][cH:18][cH:19][cH:20][cH:21]3)[n:13]2)[n:6][cH:7]1.[C:33](=[O:34])([O-:35])[O-:36].[CH3:39][S:40]([CH3:41])=[O:42].[Cl:23][c:24]1[c:25]([C:26]#[N:27])[c:28]([Cl:32])[cH:29][n:30][cH:31]1.[Cs+:37].[Cs+:38]>>[Br:1][c:2]1[c:3]([S:22][c:24]2[c:25]([C:26]#[N:27])[c:28]([Cl:32])[cH:29][n:30][cH:31]2)[cH:4][c:5]([NH:8][c:9]2[s:10][cH:11][c:12]([CH2:14][CH2:15][c:16]3[cH:17][cH:18][cH:19][cH:20][cH:21]3)[n:13]2)[n:6][cH:7]1. The reactants are Oc1ccnc(Cl)c1, O=[N+]([O-])c1cc(F)c(F)cc1F, [H-], [Na+], CN(C)C=O. Product: O=[N+]([O-])c1cc(F)c(Oc2ccnc(Cl)c2)cc1F. Reaction SMILES: [Cl:3][c:4]1[n:5][cH:6][cH:7][c:8]([OH:10])[cH:9]1.[F:11][c:12]1[c:13]([F:22])[cH:14][c:15]([F:21])[c:16]([N+:18](=[O:19])[O-:20])[cH:17]1.[H-:2].[Na+:1].[O:23]=[CH:24][N:25]([CH3:26])[CH3:27]>>[Cl:3][c:4]1[n:5][cH:6][cH:7][c:8]([O:10][c:13]2[c:12]([F:11])[cH:17][c:16]([N+:18](=[O:19])[O-:20])[c:15]([F:21])[cH:14]2)[cH:9]1.